Dataset: the Open Reaction Database (ORD), a public repository of structured organic reaction records. Task: describe an organic reaction: reactants, conditions, products, and yield Reactants: [Al+3], CC(C)[O-], CC(C)[O-], CC(C)[O-], CC(C)O, COC(=O)NC(CSc1ccccc1)C(=O)CCl, Cl. Yields the product COC(=O)NC(CSc1ccccc1)C(O)CCl. As a reaction SMILES: [Al+3:5].[CH3:10][CH:11]([CH3:12])[O-:13].[CH3:1][CH:2]([CH3:3])[O-:4].[CH3:6][CH:7]([CH3:8])[O-:9].[CH:33]([OH:34])([CH3:35])[CH3:36].[Cl:14][CH2:15][C:16]([CH:17]([CH2:18][S:19][c:20]1[cH:21][cH:22][cH:23][cH:24][cH:25]1)[NH:26][C:27]([O:28][CH3:29])=[O:30])=[O:31].[ClH:32]>>[Cl:14][CH2:15][CH:16]([CH:17]([CH2:18][S:19][c:20]1[cH:21][cH:22][cH:23][cH:24][cH:25]1)[NH:26][C:27]([O:28][CH3:29])=[O:30])[OH:31].